Dataset: the Open Reaction Database (ORD), a public repository of structured organic reaction records. Task: describe an organic reaction: reactants, conditions, products, and yield Starting materials: N1C=CC2=CC=CC=C12 (indole), C(CC)C1CC(NC1)=O (4-propylpyrrolidin-2-one), O1C(=CC=C1)C=O (2-furaldehyde), C(C)N(C(OCN1C(CC(C1)CCC)=O)=O)CC ((2-oxo-4-propylpyrrolidin-1-yl)methyl diethylcarbamate). Run in C(C)#N (acetonitrile). Product: O1C(=CC=C1)C(N1C(CC(C1)CCC)=O)C1=CNC2=CC=CC=C12 (1-[2-furyl(1H-indol-3-yl)methyl]-4-propylpyrrolidin-2-one). As a reaction SMILES: [NH:1]1[C:9]2[C:4](=[CH:5][CH:6]=[CH:7][CH:8]=2)[CH:3]=[CH:2]1.[CH2:10]([CH:13]1[CH2:17][NH:16][C:15](=[O:18])[CH2:14]1)[CH2:11][CH3:12].[O:19]1[CH:23]=[CH:22][CH:21]=[C:20]1[CH:24]=O.C(N(CC)C(=O)OCN1CC(CCC)CC1=O)C>C(#N)C>[O:19]1[CH:23]=[CH:22][CH:21]=[C:20]1[CH:24]([C:3]1[C:4]2[C:9](=[CH:8][CH:7]=[CH:6][CH:5]=2)[NH:1][CH:2]=1)[N:16]1[CH2:17][CH:13]([CH2:10][CH2:11][CH3:12])[CH2:14][C:15]1=[O:18]. Procedure: A solution of indole x4 (117 mg, 1 eq, 1 mmol), 4-propylpyrrolidin-2-one x1 (127 mg, 1 eq, 1 mmol), 2-furaldehyde x5 (0.33 ml, 4 eq, 4 mmol) and (2-oxo-4-propylpyrrolidin-1-yl)methyl diethylcarbamate x6 (25 mg, 0.1 eq, 0.1 mmol) in acetonitrile (3 ml) is heated 30 minutes in a microwave apparatus (Biotage, 150 W, 130° C.). After cooling to room temperature, the solvent is removed under reduced pressure, and the crude mixture is purified by preparative chromatography on silicagel (CH2Cl2) leading... The reactants are C[Si](C)(C)[N-][Si](C)(C)C, CCOC(C)=O, [Cl-], [Li+], [NH4+], C1CCOC1, CC(C)(C)OC(=O)N1CC(=O)C1, O=P(O)(O)Cl, O=S(=O)(CF)c1ccccc1. Product: CC(C)(C)OC(=O)N1CC(=C(F)S(=O)(=O)c2ccccc2)C1. As a reaction SMILES: [CH3:22][Si:23]([CH3:24])([CH3:25])[N-:26][Si:27]([CH3:28])([CH3:29])[CH3:30].[CH3:46][CH2:47][O:48][C:49]([CH3:50])=[O:51].[Cl-:44].[Li+:31].[NH4+:45].[O:17]1[CH2:18][CH2:19][CH2:20][CH2:21]1.[O:32]=[C:33]1[CH2:34][N:35]([C:37](=[O:38])[O:39][C:40]([CH3:41])([CH3:42])[CH3:43])[CH2:36]1.[P:12]([Cl:13])(=[O:14])([OH:15])[OH:16].[c:1]1([S:7](=[O:8])(=[O:9])[CH2:10][F:11])[cH:2][cH:3][cH:4][cH:5][cH:6]1>>[c:1]1([S:7](=[O:8])(=[O:9])[C:10]([F:11])=[C:33]2[CH2:34][N:35]([C:37](=[O:38])[O:39][C:40]([CH3:41])([CH3:42])[CH3:43])[CH2:36]2)[cH:2][cH:3][cH:4][cH:5][cH:6]1. Reactants: 61, [OH-].[NH4+] (ammonium hydroxide), O (water), C1(=CC=CC=C1)S(=O)(=O)[O-].N=C1SCC([NH2+]1)=N (2,4-diiminothiazolidinium benzenesulfonate), N=C1NC(C2=CC=CC=C12)=N (1,3-diiminoisoindoline). Run in CO (methyl alcohol). Run at time 16 hour. Product: 233, N=C1NC(C2=CC=CC=C12)=C1C(NC(S1)=N)=N (1-imino-3-(2,4-diimino-5-thiazolidinylidene)isoindoline). RXN SMILES: [OH-].[NH4+].O.C1(S([O-])(=O)=O)C=CC=CC=1.[NH:14]=[C:15]1[NH2+:19][C:18](=[NH:20])[CH2:17][S:16]1.[NH:21]=[C:22]1[C:30]2[C:25](=[CH:26][CH:27]=[CH:28][CH:29]=2)[C:24](=N)[NH:23]1>CO>[NH:21]=[C:22]1[C:30]2[C:25](=[CH:26][CH:27]=[CH:28][CH:29]=2)[C:24](=[C:17]2[S:16][C:15](=[NH:14])[NH:19][C:18]2=[NH:20])[NH:23]1 |f:0.1,3.4|. Reported procedure: To a stirred solution of 61 parts of 28 percent aqueous ammonium hydroxide solution and 2500 parts of water under an atmosphere of nitrogen there was simultaneously added at ambient temperature during a period of 90 minutes 273 parts of 2,4-diiminothiazolidinium benzenesulfonate and 853 parts of a 17.1 percent by weight methyl alcohol solution of 1,3-diiminoisoindoline. A yellow solid separated during the addtion. Stirring was continued at room temperature for approximately 16 hours after the ad... Starting materials: C(C)OCCN(C)C1=CC=C(C=C1)C=1C=CC2=C(C=C(CCN2C=O)C(=O)O)C1 (7-[4-[N-(2-ethoxyethyl)-N-methylamino]phenyl]-1-formyl-2,3-dihydro-1H-1-benzazepine-4-carboxylic acid), CN(C)C=O (DMF), S(=O)(Cl)Cl (thionyl chloride). Conditions: time 1 hour. The product is C(C)OCCN(C)C1=CC=C(C=C1)C=1C=CC2=C(C=C(CCN2C=O)C(=O)NC2=CC=C(C=C2)CN(C2CCOCC2)C)C1 (7-[4-[N-(2-ethoxyethyl)-N-methylamino]phenyl]-1-formyl-N-[4-[[N-methyl-N-(tetrahydro-2H-pyran-4-yl)amino]methyl]phenyl]-2,3-dihydro-1H-1-benzazepine-4-carboxamide). As a reaction SMILES: [CH2:1]([O:3][CH2:4][CH2:5][N:6]([C:8]1[CH:13]=[CH:12][C:11]([C:14]2[CH:15]=[CH:16][C:17]3[N:23]([CH:24]=[O:25])[CH2:22][CH2:21][C:20]([C:26]([OH:28])=O)=[CH:19][C:18]=3[CH:29]=2)=[CH:10][CH:9]=1)[CH3:7])[CH3:2].S(Cl)(Cl)=O.[CH3:34][N:35]([CH:37]=O)[CH3:36]>>[CH2:1]([O:3][CH2:4][CH2:5][N:6]([C:8]1[CH:9]=[CH:10][C:11]([C:14]2[CH:15]=[CH:16][C:17]3[N:23]([CH:24]=[O:25])[CH2:22][CH2:21][C:20]([C:26]([NH:6][C:8]4[CH:13]=[CH:12][C:11]([CH2:37][N:35]([CH3:34])[CH:36]5[CH2:5][CH2:4][O:3][CH2:1][CH2:2]5)=[CH:10][CH:9]=4)=[O:28])=[CH:19][C:18]=3[CH:29]=2)=[CH:12][CH:13]=1)[CH3:7])[CH3:2]. Procedure: In DMF (3.5 ml) was dissolved 7-[4-[N-(2-ethoxyethyl)-N-methylamino]phenyl]-1-formyl-2,3-dihydro-1H-1-benzazepine-4-carboxylic acid (0.17 g). To the solution was added, under ice-cooling, thionyl chloride (0.08 ml), and the mixture was stirred at room temperature for 30 minutes. Under reduced pressure, the solvent was evaporated, and the residue was dissolved in THF (25 ml). The solution was added dropwise to a solution of 4-[N-methyl-N-(tetrahydro-2H-pyran-4-yl)aminomethyl]aniline (0.11 g) and ... The reactants are O=C(Cl)C=Cc1ccccc1, O=C([O-])[O-], CC(C)=O, Cl, [K+], [K+], Cc1cc(C(=O)O)ccc1N, O. Yields the product Cc1cc(C(=O)O)ccc1NC(=O)C=Cc1ccccc1. Reaction SMILES: [C:18]([CH:19]=[CH:20][c:21]1[cH:22][cH:23][cH:24][cH:25][cH:26]1)(=[O:27])[Cl:28].[C:1](=[O:2])([O-:3])[O-:4].[CH3:30][C:31](=[O:32])[CH3:33].[ClH:29].[K+:5].[K+:6].[NH2:7][c:8]1[c:9]([CH3:17])[cH:10][c:11]([C:12](=[O:13])[OH:14])[cH:15][cH:16]1.[OH2:34]>>[NH:7]([c:8]1[c:9]([CH3:17])[cH:10][c:11]([C:12](=[O:13])[OH:14])[cH:15][cH:16]1)[C:18]([CH:19]=[CH:20][c:21]1[cH:22][cH:23][cH:24][cH:25][cH:26]1)=[O:27]. Reactants: CC(=O)Cl, CCOCC, CN(C)C=O, Oc1cc2c(c3ccccc13)Nc1ccccc1S2. Product: CC(=O)N1c2ccccc2Sc2cc(O)c3ccccc3c21. As a reaction SMILES: [CH3:1][C:2]([Cl:3])=[O:4].[CH3:24][CH2:25][O:26][CH2:27][CH3:28].[O:29]=[CH:30][N:31]([CH3:32])[CH3:33].[OH:5][c:6]1[c:7]2[c:8]([c:9]3[c:18]([cH:19]1)[S:17][c:16]1[c:11]([cH:12][cH:13][cH:14][cH:15]1)[NH:10]3)[cH:20][cH:21][cH:22][cH:23]2>>[CH3:1][C:2](=[O:4])[N:10]1[c:9]2[c:8]3[c:7]([c:6]([OH:5])[cH:19][c:18]2[S:17][c:16]2[c:11]1[cH:12][cH:13][cH:14][cH:15]2)[cH:23][cH:22][cH:21][cH:20]3. Reactants: C=C(NC(=O)OCc1ccccc1)C(=O)O, CCO, Nc1ccccc1S. Yields the product Nc1ccccc1SCC(NC(=O)OCc1ccccc1)C(=O)O. As a reaction SMILES: [CH2:1]([c:2]1[cH:3][cH:4][cH:5][cH:6][cH:7]1)[O:8][C:9](=[O:10])[NH:11][C:12]([C:13](=[O:14])[OH:15])=[CH2:16].[CH3:25][CH2:26][OH:27].[NH2:17][c:18]1[c:19]([SH:24])[cH:20][cH:21][cH:22][cH:23]1>>[CH2:1]([c:2]1[cH:3][cH:4][cH:5][cH:6][cH:7]1)[O:8][C:9](=[O:10])[NH:11][CH:12]([C:13](=[O:14])[OH:15])[CH2:16][S:24][c:19]1[c:18]([NH2:17])[cH:23][cH:22][cH:21][cH:20]1.